Dataset: the Open Reaction Database (ORD), a public repository of structured organic reaction records. Task: describe an organic reaction: reactants, conditions, products, and yield The reactants are [H-].[Al+3].[Li+].[H-].[H-].[H-] (Lithium aluminum hydride), CC1=C(N=C(O1)C1=CC=CC=C1)COC1=NN(C=C1C(=O)OC)CC1=CC=C(C=C1)OC1=CC=CC=C1 (methyl 3-(5-methyl-2-phenyl-4-oxazolylmethoxy)-1-(4-phenoxybenzyl)-1H-pyrazole-4-carboxylate), O.O.O.O.O.O.O.O.O.O.S(=O)(=O)([O-])[O-].[Na+].[Na+] (Sodium sulfate decahydrate). The solvent is O1CCCC1 (tetrahydrofuran). Run at time 2 hour. The product is CC1=C(N=C(O1)C1=CC=CC=C1)COC1=NN(C=C1CO)CC1=CC=C(C=C1)OC1=CC=CC=C1 ([3-(5-methyl-2-phenyl-4-oxazolylmethoxy)-1-(4-phenoxybenzyl)-1H-pyrazol-4-yl]methanol). The yield is 94.3%. Reaction SMILES: [H-].[Al+3].[Li+].[H-].[H-].[H-].[CH3:7][C:8]1[O:12][C:11]([C:13]2[CH:18]=[CH:17][CH:16]=[CH:15][CH:14]=2)=[N:10][C:9]=1[CH2:19][O:20][C:21]1[C:25]([C:26](OC)=[O:27])=[CH:24][N:23]([CH2:30][C:31]2[CH:36]=[CH:35][C:34]([O:37][C:38]3[CH:43]=[CH:42][CH:41]=[CH:40][CH:39]=3)=[CH:33][CH:32]=2)[N:22]=1.O.O.O.O.O.O.O.O.O.O.S([O-])([O-])(=O)=O.[Na+].[Na+]>O1CCCC1>[CH3:7][C:8]1[O:12][C:11]([C:13]2[CH:14]=[CH:15][CH:16]=[CH:17][CH:18]=2)=[N:10][C:9]=1[CH2:19][O:20][C:21]1[C:25]([CH2:26][OH:27])=[CH:24][N:23]([CH2:30][C:31]2[CH:32]=[CH:33][C:34]([O:37][C:38]3[CH:43]=[CH:42][CH:41]=[CH:40][CH:39]=3)=[CH:35][CH:36]=2)[N:22]=1 |f:0.1.2.3.4.5,7.8.9.10.11.12.13.14.15.16.17.18.19|. Procedure details: Lithium aluminum hydride (320 mg) was added gradually to a solution of methyl 3-(5-methyl-2-phenyl-4-oxazolylmethoxy)-1-(4-phenoxybenzyl)-1H-pyrazole-4-carboxylate (4.00 g) in tetrahydrofuran (30 ml) at 0° C., which was stirred for 2 hours. Sodium sulfate decahydrate (2.95 g) was added to the reaction mixture, and the precipitate was separated by filtration. The filtrate was concentrated, and the residue was subjected to silica gel column chromatography to obtain [3-(5-methyl-2-phenyl-4-oxazolyl... Starting materials: CCOC(=O)C(Cc1ccc(C(C)C)cc1)C(=O)NC(CC(C)C)C(=O)OC(C)(C)C, CCO, [K+], [OH-], O. The product is CC(C)CC(NC(=O)C(Cc1ccc(C(C)C)cc1)C(=O)O)C(=O)OC(C)(C)C. As a reaction SMILES: [C:1]([CH3:2])([CH3:3])([CH3:4])[O:5][C:6]([CH:7]([NH:8][C:9]([CH:10]([CH2:11][c:12]1[cH:13][cH:14][c:15]([CH:18]([CH3:19])[CH3:20])[cH:16][cH:17]1)[C:21](=[O:22])[O:23][CH2:24][CH3:25])=[O:26])[CH2:27][CH:28]([CH3:29])[CH3:30])=[O:31].[CH3:35][CH2:36][OH:37].[K+:34].[OH-:33].[OH2:32]>>[C:1]([CH3:2])([CH3:3])([CH3:4])[O:5][C:6]([CH:7]([NH:8][C:9]([CH:10]([CH2:11][c:12]1[cH:13][cH:14][c:15]([CH:18]([CH3:19])[CH3:20])[cH:16][cH:17]1)[C:21](=[O:22])[OH:23])=[O:26])[CH2:27][CH:28]([CH3:29])[CH3:30])=[O:31]. The reactants are BrC=1C=C2C(=C(C=NC2=CC1)C(=O)C1CC1)NC=1C=NC(=NC1)N1CC(CC1)NC(OC(C)(C)C)=O (tert-butyl 1-(5-(6-bromo-3-(cyclopropanecarbonyl)quinoline-4-ylamino)pyrimidin-2-yl)pyrrolidin-3-ylcarbamate), ClC1=C(C(=CC(=C1)B1OC(C(O1)(C)C)(C)C)Cl)O (2,6-dichloro-4-(4,4,5,5-tetramethyl-1,3,2-dioxaborolan-2-yl)phenol). Product: NC1CN(CC1)C1=NC=C(C=N1)NC1=C(C=NC2=CC=C(C=C12)C1=CC(=C(C(=C1)Cl)O)Cl)C(=O)C1CC1 ((4-(2-(3-aminopyrrolidin-1-yl)pyrimidin-5-ylamino)-6-(3,5-dichloro-4-hydroxyphenyl)quinolin-3-yl)(cyclopropyl)methanone). Isolated yield 36.3%. As a reaction SMILES: Br[C:2]1[CH:3]=[C:4]2[C:9](=[CH:10][CH:11]=1)[N:8]=[CH:7][C:6]([C:12]([CH:14]1[CH2:16][CH2:15]1)=[O:13])=[C:5]2[NH:17][C:18]1[CH:19]=[N:20][C:21]([N:24]2[CH2:28][CH2:27][CH:26]([NH:29]C(=O)OC(C)(C)C)[CH2:25]2)=[N:22][CH:23]=1.[Cl:37][C:38]1[CH:43]=[C:42](B2OC(C)(C)C(C)(C)O2)[CH:41]=[C:40]([Cl:53])[C:39]=1[OH:54]>>[NH2:29][CH:26]1[CH2:27][CH2:28][N:24]([C:21]2[N:22]=[CH:23][C:18]([NH:17][C:5]3[C:4]4[C:9](=[CH:10][CH:11]=[C:2]([C:42]5[CH:43]=[C:38]([Cl:37])[C:39]([OH:54])=[C:40]([Cl:53])[CH:41]=5)[CH:3]=4)[N:8]=[CH:7][C:6]=3[C:12]([CH:14]3[CH2:16][CH2:15]3)=[O:13])=[CH:19][N:20]=2)[CH2:25]1. Procedure: Following general procedure D, tert-butyl 1-(5-(6-bromo-3-(cyclopropanecarbonyl)quinoline-4-ylamino)pyrimidin-2-yl)pyrrolidin-3-ylcarbamate (100 mg, 0.18 mmol) was reacted with 2,6-dichloro-4-(4,4,5,5-tetramethyl-1,3,2-dioxaborolan-2-yl)phenol (78 mg, 0.27 mmol) to obtain the protected intermediate which was subjected to general procedure A-2 to afford the desired product (35 mg, 36% over 2 steps) as a yellow-orange solid: 1H NMR (500 MHz, CD3OD+TFA-d) δ 9.34 (s, 1H), 8.47 (s, 2H), 8.26 (m, 2H),... Reactants: COC(=O)C(C)(C)n1cc(B2OC(C)(C)C(C)(C)O2)cn1, COCCOC, CC(Oc1cc(I)cnc1N)c1c(Cl)ccc(F)c1Cl, O. The product is COC(=O)C(C)(C)n1cc(-c2cnc(N)c(OC(C)c3c(Cl)ccc(F)c3Cl)c2)cn1. As a reaction SMILES: [CH3:21][O:22][C:23]([C:24]([CH3:25])([n:26]1[n:27][cH:28][c:29]([B:31]2[O:32][C:33]([CH3:34])([CH3:35])[C:36]([CH3:37])([CH3:38])[O:39]2)[cH:30]1)[CH3:40])=[O:41].[CH3:42][O:43][CH2:44][CH2:45][O:46][CH3:47].[Cl:1][c:2]1[c:3]([CH:10]([CH3:11])[O:12][c:13]2[c:14]([NH2:20])[n:15][cH:16][c:17]([I:19])[cH:18]2)[c:4]([Cl:9])[cH:5][cH:6][c:7]1[F:8].[OH2:48]>>[Cl:1][c:2]1[c:3]([CH:10]([CH3:11])[O:12][c:13]2[c:14]([NH2:20])[n:15][cH:16][c:17](-[c:29]3[cH:28][n:27][n:26]([C:24]([C:23]([O:22][CH3:21])=[O:41])([CH3:25])[CH3:40])[cH:30]3)[cH:18]2)[c:4]([Cl:9])[cH:5][cH:6][c:7]1[F:8]. The reactants are ClC=1C=C(C=CC1)C=1N=C(SC1C(=O)N)N1C=NC2=C1C=C(C=C2)O (4-(3-chloro-phenyl)-2-(6-hydroxy-benzoimidazol-1-yl)-thiazole-5-carboxylic acid amide), C([O-])([O-])=O.[Cs+].[Cs+] (cesium carbonate), BrCCCCCl (1-bromo-4-chloro-butane). Solvent: CN(C=O)C (dimethylformamide). Product: ClCCCCOC=1C=CC2=C(N(C=N2)C=2SC(=C(N2)C2=CC(=CC=C2)Cl)C(=O)N)C1 (2-[6-(4-chloro-butoxy)-benzoimidazol-1-yl]-4-(3-chloro-phenyl)-thiazole-5-carboxylic acid amide). Yield: 120.9%. As a reaction SMILES: [Cl:1][C:2]1[CH:3]=[C:4]([C:8]2[N:9]=[C:10]([N:16]3[C:20]4[CH:21]=[C:22]([OH:25])[CH:23]=[CH:24][C:19]=4[N:18]=[CH:17]3)[S:11][C:12]=2[C:13]([NH2:15])=[O:14])[CH:5]=[CH:6][CH:7]=1.C(=O)([O-])[O-].[Cs+].[Cs+].Br[CH2:33][CH2:34][CH2:35][CH2:36][Cl:37]>CN(C)C=O>[Cl:37][CH2:36][CH2:35][CH2:34][CH2:33][O:25][C:22]1[CH:23]=[CH:24][C:19]2[N:18]=[CH:17][N:16]([C:10]3[S:11][C:12]([C:13]([NH2:15])=[O:14])=[C:8]([C:4]4[CH:5]=[CH:6][CH:7]=[C:2]([Cl:1])[CH:3]=4)[N:9]=3)[C:20]=2[CH:21]=1 |f:1.2.3|. Procedure details: A mixture of 0.185 g (0.5 mmole) of 4-(3-chloro-phenyl)-2-(6-hydroxy-benzoimidazol-1-yl)-thiazole-5-carboxylic acid amide (I.25d), 1.5 mL of dimethylformamide, 0.813 g (2.5 mmole) of cesium carbonate and 0.173 mL (1.5 mmole) of 1-bromo-4-chloro-butane was heated at 100 degrees for 1 hour. The mixture was concentrated under reduced pressure, diluted with water and the resulting precipitate collected by filtration. The solid was triturated with diethyl ether to give 0.279 g of 2-[6-(4-chloro-butox... Reactants: CC=1C=C(C(C(=O)O)=CC1)O (4-methylsalicylic acid), C1(CCCCC1)N=C=NC1CCCCC1 (dicyclohexylcarbodiimide). Solvent: CO (MeOH). Run at time 2 hour. Yields the product COC(C=1C(O)=CC(=CC1)C)=O (4-methylsalicylic acid methyl ester). Reaction SMILES: [CH3:1][C:2]1[CH:3]=[C:4]([OH:11])[C:5](=[CH:9][CH:10]=1)[C:6]([OH:8])=[O:7].[CH:12]1(N=C=NC2CCCCC2)CCCCC1>CO>[CH3:12][O:7][C:6](=[O:8])[C:5]1[C:4](=[CH:3][C:2]([CH3:1])=[CH:10][CH:9]=1)[OH:11]. Procedure: A solution of 4-methylsalicylic acid (75 g, 0.49 mmol) in MeOH (500 mL) at 0° C. was treated with dicyclohexylcarbodiimide (101 g, 0.49 mmol) and the mixture was stirred at room temperature for 2 h. The precipitated dicyclohexylurea was removed by filtration and the filtrate was concentrated in vacuo. The crude residue was purified by distillation (110° C. bath temp, 0.5 mm Hg) to afford 4-methylsalicylic acid methyl ester